Dataset: the Open Reaction Database (ORD), a public repository of structured organic reaction records. Task: describe an organic reaction: reactants, conditions, products, and yield Reactants: CSC=1C=C2C(C=C(NC2=CC1)C(=O)OC)=O (methyl 6-methylthio-4-oxo-1,4-dihydroquinoline-2-carboxylate), [OH-].[Na+] (sodium hydroxide). Yields the product CSC=1C=C2C(C=C(NC2=CC1)C(=O)O)=O (6-methylthio-4-oxo-1,4-dihydroquinoline-2-carboxylic acid). The yield is 84.8%. As a reaction SMILES: [CH3:1][S:2][C:3]1[CH:4]=[C:5]2[C:10](=[CH:11][CH:12]=1)[NH:9][C:8]([C:13]([O:15]C)=[O:14])=[CH:7][C:6]2=[O:17].[OH-].[Na+]>>[CH3:1][S:2][C:3]1[CH:4]=[C:5]2[C:10](=[CH:11][CH:12]=1)[NH:9][C:8]([C:13]([OH:15])=[O:14])=[CH:7][C:6]2=[O:17] |f:1.2|. Procedure: Treatment of methyl 6-methylthio-4-oxo-1,4-dihydroquinoline-2-carboxylate (2.0 g) with sodium hydroxide (1.29 g), as described in Example 1c, gave 6-methylthio-4-oxo-1,4-dihydroquinoline-2-carboxylic acid (1.6 g), m.p. 256°-257° C. δ (360 MHz, DMSO-d6) 2.55 (3H, s, CH3S), 6.65 (1H, s, 3-H), 7.62 (1H, dd, 7-H), 7.83 (1H, d, 5-H) and 7.90 (1H, d, 8-H). (Found: C, 54.08; H, 4.19; N, 5.72% C11H9NO3S.0.5H2O requires C, 54.09; H. 4.13; N. 5.72%) Starting materials: COC(=O)CBr, O=C([O-])[O-], Cc1cc(S)c2ccccc2n1, CN(C)C=O, [K+], [K+], O. Product: COC(=O)CSc1cc(C)nc2ccccc12. Reaction SMILES: [Br:19][CH2:20][C:21](=[O:22])[O:23][CH3:24].[C:13](=[O:14])([O-:15])[O-:16].[CH3:1][c:2]1[n:3][c:4]2[cH:5][cH:6][cH:7][cH:8][c:9]2[c:10]([SH:12])[cH:11]1.[CH3:26][N:27]([CH3:28])[CH:29]=[O:30].[K+:17].[K+:18].[OH2:25]>>[CH3:1][c:2]1[n:3][c:4]2[cH:5][cH:6][cH:7][cH:8][c:9]2[c:10]([S:12][CH2:20][C:21](=[O:22])[O:23][CH3:24])[cH:11]1. Reactants: Cl, CCOC(=O)c1cc2cc(OCCOC)cc(N)c2[nH]1, c1ccncc1, O=S(=O)(Cl)c1ccccn1. Product: CCOC(=O)c1cc2cc(OCCOC)cc(NS(=O)(=O)c3ccccn3)c2[nH]1. Reaction SMILES: [ClH:21].[NH2:1][c:2]1[cH:3][c:4]([O:16][CH2:17][CH2:18][O:19][CH3:20])[cH:5][c:6]2[cH:7][c:8]([C:11](=[O:12])[O:13][CH2:14][CH3:15])[nH:9][c:10]12.[cH:32]1[cH:33][cH:34][n:35][cH:36][cH:37]1.[n:22]1[c:23]([S:28](=[O:29])(=[O:30])[Cl:31])[cH:24][cH:25][cH:26][cH:27]1>>[NH:1]([c:2]1[cH:3][c:4]([O:16][CH2:17][CH2:18][O:19][CH3:20])[cH:5][c:6]2[cH:7][c:8]([C:11](=[O:12])[O:13][CH2:14][CH3:15])[nH:9][c:10]12)[S:28]([c:23]1[n:22][cH:27][cH:26][cH:25][cH:24]1)(=[O:29])=[O:30]. The reactants are COC(=O)CC(C)=O, CO, CN. The product is CNC(C)=CC(=O)OC. RXN SMILES: [C:1]([CH2:2][C:3](=[O:4])[CH3:5])(=[O:6])[O:7][CH3:8].[CH3:11][OH:12].[CH3:9][NH2:10]>>[C:1]([CH:2]=[C:3]([CH3:5])[NH:10][CH3:9])(=[O:6])[O:7][CH3:8]. Starting materials: C([O-])(O)=O.[Na+] (sodium bicarbonate), C(C)(C)N(CC)C(C)C (diisopropyl ethylamine), C1(=CC=C(C=C1)S(=O)(=O)Cl)C (4-toluenesulfonic acid chloride), BrC=1C=CC(=NC1)NCC(C#N)O (3-(5-bromo-2-pyridinylamino)-2-hydroxypropionitrile). Solvent: ClCCl (dichloromethane). Reaction conditions: time 2 hour. The product is C1(=CC=C(C=C1)S(=O)(=O)OC(CNC1=NC=C(C=C1)Br)C#N)C (2-(5-Bromo-2-pyridinylamino)-1-cyanoethyl toluene-4-sulfonate). Isolated yield 64.8%. As a reaction SMILES: [Br:1][C:2]1[CH:3]=[CH:4][C:5]([NH:8][CH2:9][CH:10]([OH:13])[C:11]#[N:12])=[N:6][CH:7]=1.C(N(C(C)C)CC)(C)C.[C:23]1([CH3:33])[CH:28]=[CH:27][C:26]([S:29](Cl)(=[O:31])=[O:30])=[CH:25][CH:24]=1.C(=O)(O)[O-].[Na+]>ClCCl>[C:23]1([CH3:33])[CH:28]=[CH:27][C:26]([S:29]([O:13][CH:10]([C:11]#[N:12])[CH2:9][NH:8][C:5]2[CH:4]=[CH:3][C:2]([Br:1])=[CH:7][N:6]=2)(=[O:31])=[O:30])=[CH:25][CH:24]=1 |f:3.4|. Reported procedure: 7.2 g of 3-(5-bromo-2-pyridinylamino)-2-hydroxypropionitrile was dissolved in 60 mL dichloromethane, and 7.8 mL diisopropyl ethylamine and 6.3 g of 4-toluenesulfonic acid chloride were added thereto, and while the temperature of the mixture was gradually increased to room temperature, the mixture was stirred for 2 hours. An aqueous saturated sodium bicarbonate solution was poured into the reaction mixture which was then extracted with ethyl acetate and washed with brine, then the organic layer w... Starting materials: CC=1C=CC(=NC1C)N (5,6-Dimethyl-pyridin-2-ylamine), C(C)OC(C(C(=O)OCC)=COCC)=O (2-ethoxymethylene malonic acid diethyl ester). Yields the product C(C)OC(C(C(=O)OCC)=CNC1=NC(=C(C=C1)C)C)=O (2-[(5,6-Dimethyl-pyridin-2-ylamino)-methylene]-malonic acid diethyl ester). The yield is 88.7%. RXN SMILES: [CH3:1][C:2]1[CH:3]=[CH:4][C:5]([NH2:9])=[N:6][C:7]=1[CH3:8].[CH2:10]([O:12][C:13](=[O:24])[C:14](=[CH:20]OCC)[C:15]([O:17][CH2:18][CH3:19])=[O:16])[CH3:11]>>[CH2:10]([O:12][C:13](=[O:24])[C:14](=[CH:20][NH:9][C:5]1[CH:4]=[CH:3][C:2]([CH3:1])=[C:7]([CH3:8])[N:6]=1)[C:15]([O:17][CH2:18][CH3:19])=[O:16])[CH3:11]. Procedure details: Experimental conditions analogous to those described for Step 1 of Example 60 were used with 5 g (40.93 mmol) of 5,6-Dimethyl-pyridin-2-ylamine and 8.2 mL (40.93 mmol) of 2-ethoxymethylene malonic acid diethyl ester to afford 10.61 g of 2-[(5,6-Dimethyl-pyridin-2-ylamino)-methylene]-malonic acid diethyl ester. The reactants are N#N (N2), CC=1NC(=CC1C1=NC=CC=C1)C (2-(2,5-dimethylpyrrolyl)pyridine), solution, C(CCC)[Li] (butyl lithium), C(C1=CC=CC=C1)N1CCC(CC1)C1=CC=C(C=C1)Br (N-benzyl-4-(4-bromophenyl)piperidine). The solvent is CCOCC (ether), CCCCCC (hexane), CCOCC (ether). Reaction conditions: temperature -70 celsius, time 5 minute. The product is C(C1=CC=CC=C1)N1CCC(CC1)C1=CC=C(C=C1)C1=CC=CC(=N1)C1=C(NC(=C1)C)C (N-Benzyl4-(4-(2-(2,5-dimethylpyrrolyl)pyrid-6-yl)phenyl)piperidine). The yield is 32.3%. RXN SMILES: N#N.[CH2:3]([N:10]1[CH2:15][CH2:14][CH:13]([C:16]2[CH:21]=[CH:20][C:19](Br)=[CH:18][CH:17]=2)[CH2:12][CH2:11]1)[C:4]1[CH:9]=[CH:8][CH:7]=[CH:6][CH:5]=1.C([Li])CCC.[CH3:28][C:29]1[NH:30][C:31]([CH3:40])=[CH:32][C:33]=1[C:34]1[CH:39]=[CH:38][CH:37]=[CH:36][N:35]=1>CCCCCC.CCOCC>[CH2:3]([N:10]1[CH2:15][CH2:14][CH:13]([C:16]2[CH:21]=[CH:20][C:19]([C:36]3[N:35]=[C:34]([C:33]4[CH:32]=[C:31]([CH3:40])[NH:30][C:29]=4[CH3:28])[CH:39]=[CH:38][CH:37]=3)=[CH:18][CH:17]=2)[CH2:12][CH2:11]1)[C:4]1[CH:9]=[CH:8][CH:7]=[CH:6][CH:5]=1. Procedure: To a 125 mL three-necked round-bottomed flask equipped with septum and N2 inlet were added 2.93 g (8.88 mmol) N-benzyl-4-(4-bromophenyl)piperidine and 30 mL dry ether. The solution was cooled to −70° C., and 6.66 mL (10.65 mmol) of a 1.6 N solution of butyl lithium in hexane added dropwise over 5 minutes. After stirring a further 5 minutes at −70° C., the solution was warmed slowly to room temperature over 25 minutes. A solution of 1.83 g (10.65 mmol) 2-(2,5-dimethylpyrrolyl)pyridine in 10 mL dr... Procedure: To a mixture of 95.2 g (0.898 mol) of sodium hypophosphite hydrate in 600 mL 95% ethanol, 23.8 mL of concentrated sulfuric acid was added. 1-hexene (25.2 g, 0.30 mol) was added to the stirred mixture followed by 1.76 g (0.0155 mol) of 30% hydrogen peroxide. The resulting mixture was refluxed for 8 hs, and then another 1.14 g (0.0101 mol) of hydrogen peroxide was added and the reaction mixture was continued to reflux for another 8 hs. The resulting mixture was cooled, filtered, and then the ethan... RXN SMILES: O.[PH2:2]([O-:4])=[O:3].[Na+].[CH2:6]=[CH:7][CH2:8][CH2:9][CH2:10][CH3:11].OO>C(O)C.S(=O)(=O)(O)O>[CH2:6]([PH:2](=[O:4])[OH:3])[CH2:7][CH2:8][CH2:9][CH2:10][CH3:11] |f:0.1.2|. Run in C(C)O (ethanol), S(O)(O)(=O)=O (sulfuric acid). Yield: 82.1%. Reactants: O.[PH2](=O)[O-].[Na+] (sodium hypophosphite hydrate), OO (hydrogen peroxide), C=CCCCC (1-hexene), OO (hydrogen peroxide). Yields the product C(CCCCC)P(O)=O (n-hexylphosphinic acid). The reactants are CCN(C(C)C)C(C)C, C1CCOC1, O=C(Cl)C1CCCC1, Nc1c[nH]c2ncc(Cl)c(F)c12. Product: O=C(Nc1c[nH]c2ncc(Cl)c(F)c12)C1CCCC1. As a reaction SMILES: [CH2:1]([N:2]([CH:3]([CH3:4])[CH3:5])[CH:6]([CH3:7])[CH3:8])[CH3:9].[CH2:30]1[O:31][CH2:32][CH2:33][CH2:34]1.[CH:10]1([C:15](=[O:16])[Cl:17])[CH2:11][CH2:12][CH2:13][CH2:14]1.[Cl:18][c:19]1[c:20]([F:29])[c:21]2[c:22]([n:23][cH:24]1)[nH:25][cH:26][c:27]2[NH2:28]>>[CH:10]1([C:15](=[O:16])[NH:28][c:27]2[c:21]3[c:20]([F:29])[c:19]([Cl:18])[cH:24][n:23][c:22]3[nH:25][cH:26]2)[CH2:11][CH2:12][CH2:13][CH2:14]1. The reactants are COC1=C(C=C(C(=O)O)C=C1S(N)(=O)=O)[N+](=O)[O-] (4-Methoxy-3-nitro-5-sulphamyl-benzoic acid). The reagents and catalysts are Pd on-carbon. Run in C(O)([O-])=O.[Na+] (sodium hydrogen carbonate). Yields the product NC=1C=C(C(=O)O)C=C(C1OC)S(N)(=O)=O (3-amino-4-methoxy-5-sulphamyl-benzoic acid). RXN SMILES: [CH3:1][O:2][C:3]1[C:11]([S:12](=[O:15])(=[O:14])[NH2:13])=[CH:10][C:6]([C:7]([OH:9])=[O:8])=[CH:5][C:4]=1[N+:16]([O-])=O>C(=O)([O-])O.[Na+]>[NH2:16][C:4]1[CH:5]=[C:6]([CH:10]=[C:11]([S:12](=[O:15])(=[O:14])[NH2:13])[C:3]=1[O:2][CH3:1])[C:7]([OH:9])=[O:8] |f:1.2|. Procedure details: 4-Methoxy-3-nitro-5-sulphamyl-benzoic acid (2.8 g) was dissolved in 1N sodium hydrogen carbonate solution (12 ml), and hydrogenated, using Pd-on-carbon as a catalyst, and the 3-amino-4-methoxy-5-sulphamyl-benzoic acid was isolated as described in Example 1 B. After several recrystallizations from water and drying at 78°C in vacuo, the melting point was 210°C under decomposition.